Dataset: the Open Reaction Database (ORD), a public repository of structured organic reaction records. Task: describe an organic reaction: reactants, conditions, products, and yield Starting materials: O=C1C2=C(SC3=C(C1)C=CC=N3)C=C(C=C2)C(C(=O)N)C (2-(5,6-dihydro-6-oxo benzo[b]-pyrido[3,2-f]thiepin-9-yl)-propionamide), [OH-].[K+] (potassium hydroxide), O (water), C(C)O (ethanol), ice water. Run in C(C)(=O)O (acetic acid). Product: O=C1C2=C(SC3=C(C1)C=CC=N3)C=C(C=C2)C(C(=O)O)C (2-(5,6-dihydro-6-oxo benzo[b]pyrido-[3,2-f]thiepin-9-yl)-propionic acid). RXN SMILES: [O:1]=[C:2]1[CH2:8][C:7]2[CH:9]=[CH:10][CH:11]=[N:12][C:6]=2[S:5][C:4]2[CH:13]=[C:14]([CH:17]([CH3:21])[C:18](N)=[O:19])[CH:15]=[CH:16][C:3]1=2.[OH-].[K+].O.C([OH:27])C>C(O)(=O)C>[O:1]=[C:2]1[CH2:8][C:7]2[CH:9]=[CH:10][CH:11]=[N:12][C:6]=2[S:5][C:4]2[CH:13]=[C:14]([CH:17]([CH3:21])[C:18]([OH:27])=[O:19])[CH:15]=[CH:16][C:3]1=2 |f:1.2|. Procedure details: The mixture of 100 mg of 2-(5,6-dihydro-6-oxo benzo[b]-pyrido[3,2-f]thiepin-9-yl)-propionamide, 170 mg of potassium hydroxide, 1.5 ml of water and 3 ml of ethanol was refluxed for 5 hours. After cooling, the solvent was distilled off to obtain the residue, to which was added ice-water and the resulting mixture was acidified with acetic acid and extracted with chloroform. The extract was washed with water and dried over anhydrous sodium sulfate. The solvent was distilled off to obtain the solid s... The reactants are Cl (HCl), C(C1=CC=CC=C1)S(=O)(=O)NC=1C(N(C(=CC1)C)CC(=O)OC(C)(C)C)=O (3-benzylsulfonylamino-6-methyl-1-(tert-butoxycarbonylmethyl)-2-pyridinone). Solvent: C(C)(=O)OCC (ethyl acetate). Conditions: time 2 hour. The product is C(C1=CC=CC=C1)S(=O)(=O)NC=1C(N(C(=CC1)C)CC(=O)O)=O (3-Benzylsulfonylamino-6-methyl-1-carboxymethyl-2-pyridinone), solid. Isolated yield 92.0%. As a reaction SMILES: Cl.[CH2:2]([S:9]([NH:12][C:13]1[C:14](=[O:28])[N:15]([CH2:20][C:21]([O:23]C(C)(C)C)=[O:22])[C:16]([CH3:19])=[CH:17][CH:18]=1)(=[O:11])=[O:10])[C:3]1[CH:8]=[CH:7][CH:6]=[CH:5][CH:4]=1>C(OCC)(=O)C>[CH2:2]([S:9]([NH:12][C:13]1[C:14](=[O:28])[N:15]([CH2:20][C:21]([OH:23])=[O:22])[C:16]([CH3:19])=[CH:17][CH:18]=1)(=[O:11])=[O:10])[C:3]1[CH:8]=[CH:7][CH:6]=[CH:5][CH:4]=1. Procedure details: HCl gas was bubbled through a stirred suspension of 3-benzylsulfonylamino-6-methyl-1-(tert-butoxycarbonylmethyl)-2-pyridinone (1.4 g, 3.57 mmol), as prepared in the preceding step, in ethyl acetate (15 mL) at 0° C. until a solution was formed. After 2 h at room temperature, a thick suspension was formed. The mixture was degassed with nitrogen and filtered to give the title compound a white solid (1.1 g, 92%). 1H-NMR (300 MHz, CDCl3) δ8.67 (s, 1H), 7.34 (m, 5H), 7.12 (d, J=7.5 Hz, 1H), 6.10 (d, J... Yield: 54.5%. Product: C(C)(C)(C)NC(=O)C1=CNC=2C1=NC(=CN2)C2=NN(C1=CC(=CC=C21)F)CCC(CO)O (N-tert-butyl-2-(1-(3,4-dihydroxybutyl)-6-fluoro-1H-indazol-3-yl)-5H-pyrrolo[3,2-b]pyrazine-7-carboxamide). Solvent: ClCCl (dichloromethane). Starting materials: C(C)(C)(C)NC(=O)C1=CN(C=2C1=NC(=CN2)C2=NN(C1=CC(=CC=C21)F)CCC2OC(OC2)(C)C)C(C2=CC=CC=C2)(C2=CC=CC=C2)C2=CC=CC=C2 (N-tert-butyl-2-(1-(2-(2,2-dimethyl-1,3-dioxolan-4-yl)ethyl)-6-fluoro-1H-indazol-3-yl)-5-trityl-5H-pyrrolo[3,2-b]pyrazine-7-carboxamide), FC(C(=O)O)(F)F (trifluoroacetic acid). Reaction SMILES: [C:1]([NH:5][C:6]([C:8]1[C:12]2=[N:13][C:14]([C:17]3[C:25]4[C:20](=[CH:21][C:22]([F:26])=[CH:23][CH:24]=4)[N:19]([CH2:27][CH2:28][CH:29]4[CH2:33][O:32]C(C)(C)[O:30]4)[N:18]=3)=[CH:15][N:16]=[C:11]2[N:10](C(C2C=CC=CC=2)(C2C=CC=CC=2)C2C=CC=CC=2)[CH:9]=1)=[O:7])([CH3:4])([CH3:3])[CH3:2].FC(F)(F)C(O)=O>ClCCl>[C:1]([NH:5][C:6]([C:8]1[C:12]2=[N:13][C:14]([C:17]3[C:25]4[C:20](=[CH:21][C:22]([F:26])=[CH:23][CH:24]=4)[N:19]([CH2:27][CH2:28][CH:29]([OH:30])[CH2:33][OH:32])[N:18]=3)=[CH:15][N:16]=[C:11]2[NH:10][CH:9]=1)=[O:7])([CH3:4])([CH3:2])[CH3:3]. Run at time 2 hour. Procedure details: To a stirred solution of N-tert-butyl-2-(1-(2-(2,2-dimethyl-1,3-dioxolan-4-yl)ethyl)-6-fluoro-1H-indazol-3-yl)-5-trityl-5H-pyrrolo[3,2-b]pyrazine-7-carboxamide (90 mg, 0.125 mmol) in dichloromethane (2 mL) was added drop-wise trifluoroacetic acid (2 mL) at room temperature and the reaction mixture was stirred for 2 hours. The solvent was removed under reduced pressure. The residue was purified by preparative-HPLC (Gemini 5u C18 150×21.2 mm; inject volume: 3 mL/inj, flow rate: 20 mL/min; waveleng... Reactants: CC(CCl)=CC1=CC=CC=C1 (2-methyl-3-phenyl-allyl chloride), NC=1SC=2CCNCCC2N1 (2-amino-4,5,7,8-tetrahydro-6H-thiazolo[5,4-d]azepine). Run in C(Cl)(Cl)Cl (chloroform). Yields the product NC=1SC=2CCN(CCC2N1)CC(=CC1=CC=CC=C1)C (2-Amino-6-(2-methyl-3-phenyl-2-propen-1-yl)-4,5,7,8-tetrahydro-6H-thiazolo[5,4-d]azepine). The yield is 8.0%. As a reaction SMILES: [CH3:1][C:2](=[CH:5][C:6]1[CH:11]=[CH:10][CH:9]=[CH:8][CH:7]=1)[CH2:3]Cl.[NH2:12][C:13]1[S:14][C:15]2[CH2:16][CH2:17][NH:18][CH2:19][CH2:20][C:21]=2[N:22]=1>C(Cl)(Cl)Cl>[NH2:12][C:13]1[S:14][C:15]2[CH2:16][CH2:17][N:18]([CH2:3][C:2]([CH3:1])=[CH:5][C:6]3[CH:11]=[CH:10][CH:9]=[CH:8][CH:7]=3)[CH2:19][CH2:20][C:21]=2[N:22]=1. Procedure: Prepared from 2-methyl-3-phenyl-allyl chloride and 2 equivalents of 2-amino-4,5,7,8-tetrahydro-6H-thiazolo[5,4-d]azepine in chloroform for 2 hours at ambient temperature. Yield: 8% of theory, Melting point: 112°-115° C. Reactants: O1C(CCCC1)OC1=CC=C(C=C1)[Mg]Br (4-(2-Tetrahydro-3H-pyranoxy)phenylmagnesium bromide), O1C=NC(=C1)C=O (oxazole-4-carbaldehyde), C1CCOC1 (THF). Conditions: temperature -78 celsius, time 21 hour. Product: O1C=NC=C1C(O)C1=CC=C(C=C1)OC1OCCCC1 (Oxazol-5-yl(4-(tetrahydro-2H-pyran-2-yloxy)phenyl)methanol). RXN SMILES: [O:1]1[CH2:6][CH2:5][CH2:4][CH2:3][CH:2]1[O:7][C:8]1[CH:13]=[CH:12][C:11]([Mg]Br)=[CH:10][CH:9]=1.[O:16]1[CH:20]=[C:19](C=O)[N:18]=[CH:17]1.C1C[O:26][CH2:25]C1>>[O:16]1[C:20]([CH:25]([C:11]2[CH:12]=[CH:13][C:8]([O:7][CH:2]3[CH2:3][CH2:4][CH2:5][CH2:6][O:1]3)=[CH:9][CH:10]=2)[OH:26])=[CH:19][N:18]=[CH:17]1. Procedure: 4-(2-Tetrahydro-3H-pyranoxy)phenylmagnesium bromide (120 mL, 0.5 M in THF, 60 mmol) was added dropwise to a solution of oxazole-4-carbaldehyde (4.85 g, 50 mmol) in THF (90 mL) at −78° C. After stirring at −78° C. for 21 hours, the reaction was quenched with saturated NH4Cl (aq) and warmed to room temperature. The mixture was extracted with EtOAc (500 mL), the organic phase was washed with water and brine, dried over anhydrous sodium sulfate, filtered, and concentrated under reduced pressure to g... Starting materials: COCC1=C2C(=CN=C1C(=O)OC)NC=C2 (methyl 4-methoxymethyl-1H-pyrrolo[2,3-c]pyridine-5-carboxylate), FC1=C(CBr)C=CC(=C1)F (2,4-difluorobenzyl bromide). The product is FC1=C(CN2C=CC=3C2=CN=C(C3COC)C(=O)OC)C=CC(=C1)F (Methyl 1-(2,4-difluorobenzyl)-4-methoxymethyl-1-H-pyrrolo[2,3-c]pyridine-5-carboxylate). As a reaction SMILES: [CH3:1][O:2][CH2:3][C:4]1[C:9]([C:10]([O:12][CH3:13])=[O:11])=[N:8][CH:7]=[C:6]2[NH:14][CH:15]=[CH:16][C:5]=12.[F:17][C:18]1[CH:25]=[C:24]([F:26])[CH:23]=[CH:22][C:19]=1[CH2:20]Br>>[F:17][C:18]1[CH:25]=[C:24]([F:26])[CH:23]=[CH:22][C:19]=1[CH2:20][N:14]1[C:6]2=[CH:7][N:8]=[C:9]([C:10]([O:12][CH3:13])=[O:11])[C:4]([CH2:3][O:2][CH3:1])=[C:5]2[CH:16]=[CH:15]1. Reported procedure: The title compound was prepared by alkylation of methyl 4-methoxymethyl-1H-pyrrolo[2,3-c]pyridine-5-carboxylate [prepared according to X. Doisy et al., Bioorg. Med. Chem. 1999, 7, 921-932) with 2,4-difluorobenzyl bromide in a manner similar to step 1 of example 2. 1H NMR (CDCl3) δ ppm. 8.70 (s, 1H), 7.31 (d, 1H, J=4.0 Hz), 6.71-6.98 (m, 4H), 5.36 (s, 2H), 5.12 (s, 2H), 3.92 (s, 3H), 3.38 (s, 3H). LCMS (API-ES, M+H+): 347.1 Starting materials: BrC1=C(CN)C(=CC(=C1)C(=O)O)Br (2,6-dibromo-4-carboxybenzylamine), C(=O)([O-])[O-].[Na+].[Na+] (Na2CO3), C(=O)(OCC1C2=CC=CC=C2C2=CC=CC=C12)ON1C(=O)CCC1=O (Fmoc-OSu). Run in O1CCOCC1 (dioxane). Yields the product C(=O)(OCC1C2=CC=CC=C2C2=CC=CC=C12)NCC1=C(C=C(C=C1Br)C(=O)O)Br (N-(Fmoc)-2,6-dibromo-4-carboxybenzylamine). Yield: 88.2%. RXN SMILES: [Br:1][C:2]1[CH:9]=[C:8]([C:10]([OH:12])=[O:11])[CH:7]=[C:6]([Br:13])[C:3]=1[CH2:4][NH2:5].C([O-])([O-])=O.[Na+].[Na+].[C:20](ON1C(=O)CCC1=O)([O:22][CH2:23][CH:24]1[C:36]2[C:31](=[CH:32][CH:33]=[CH:34][CH:35]=2)[C:30]2[C:25]1=[CH:26][CH:27]=[CH:28][CH:29]=2)=[O:21]>O1CCOCC1>[C:20]([NH:5][CH2:4][C:3]1[C:2]([Br:1])=[CH:9][C:8]([C:10]([OH:12])=[O:11])=[CH:7][C:6]=1[Br:13])([O:22][CH2:23][CH:24]1[C:25]2[C:30](=[CH:29][CH:28]=[CH:27][CH:26]=2)[C:31]2[C:36]1=[CH:35][CH:34]=[CH:33][CH:32]=2)=[O:21] |f:1.2.3|. Procedure details: To a solution of 2,6-dibromo-4-carboxybenzylamine (20 g, 0.064 mol) in dioxane (500 mL), was added an aqueous solution of Na2CO3 (10%, 410 mL) with stirring. After stirring at 26° C. for 15 min was added Fmoc-OSu (30.5 g, 0.09 mol) in portions for 2 h and allowed to stir at ambient temperature for 24 h. The solid precipitate was filtered off and washed with diethyl ether (3×200 mL), followed by methanol (3×200 mL). The solid salt was acidified with an aqueous solution of HCl (3 N, 100 mL) to pH=...